Dataset: the Open Reaction Database (ORD), a public repository of structured organic reaction records. Task: describe an organic reaction: reactants, conditions, products, and yield The reactants are C(C)C1=NC=CC=C1CO ((2-ethylpyridin-3-yl)methanol), S(=O)(Cl)Cl (thionyl chloride), [N-]=[N+]=[N-].[Na+] (sodium azide). Yields the product N(=[N+]=[N-])CC=1C(=NC=CC1)CC (3-(azidomethyl)-2-ethylpyridine). As a reaction SMILES: [CH2:1]([C:3]1[C:8]([CH2:9]O)=[CH:7][CH:6]=[CH:5][N:4]=1)[CH3:2].S(Cl)(Cl)=O.[N-:15]=[N+:16]=[N-:17].[Na+]>>[N:15]([CH2:9][C:8]1[C:3]([CH2:1][CH3:2])=[N:4][CH:5]=[CH:6][CH:7]=1)=[N+:16]=[N-:17] |f:2.3|. Reported procedure: The product of Example 124A, thionyl chloride and sodium azide were processed according to the method of Example 115A to provide the product. MS (ESI+) m/z 163 (M+H)+.